describe an organic reaction: reactants, conditions, products, and yield From a dataset of the Open Reaction Database (ORD), a public repository of structured organic reaction records. The reactants are CCOC(=O)C=C(CBr)Oc1ccccc1Cl, COC(=O)C(N)CCC(F)(F)F, CC#N, CCN(C(C)C)C(C)C, Cl. The product is CCOC(=O)C=C(CNC(CCC(F)(F)F)C(=O)OC)Oc1ccccc1Cl. Reaction SMILES: [CH2:23]([CH3:24])[O:25][C:26]([CH:27]=[C:28]([CH2:29][Br:30])[O:31][c:32]1[c:33]([Cl:38])[cH:34][cH:35][cH:36][cH:37]1)=[O:39].[CH3:2][O:3][C:4]([CH:5]([CH2:6][CH2:7][C:8]([F:9])([F:10])[F:11])[NH2:12])=[O:13].[CH3:40][C:41]#[N:42].[CH:14]([N:15]([CH2:16][CH3:17])[CH:18]([CH3:19])[CH3:20])([CH3:21])[CH3:22].[ClH:1]>>[CH3:2][O:3][C:4]([CH:5]([CH2:6][CH2:7][C:8]([F:9])([F:10])[F:11])[NH:12][CH2:29][C:28](=[CH:27][C:26]([O:25][CH2:23][CH3:24])=[O:39])[O:31][c:32]1[c:33]([Cl:38])[cH:34][cH:35][cH:36][cH:37]1)=[O:13]. Reaction SMILES: [CH3:1][O:2][c:3]1[c:4]2[cH:5][cH:6][c:7]([B:13]3[O:14][C:15]([CH3:16])([CH3:17])[C:18]([CH3:19])([CH3:20])[O:21]3)[cH:8][c:9]2[cH:10][cH:11][cH:12]1.[Cl:22][c:23]1[cH:24][c:25]([CH2:29][n:30]2[c:31]([CH3:35])[n:32][cH:33][cH:34]2)[n:26][n:27][cH:28]1>>[CH3:1][O:2][c:3]1[c:4]2[cH:5][cH:6][c:7](-[c:23]3[cH:24][c:25]([CH2:29][n:30]4[c:31]([CH3:35])[n:32][cH:33][cH:34]4)[n:26][n:27][cH:28]3)[cH:8][c:9]2[cH:10][cH:11][cH:12]1. Starting materials: COc1cccc2cc(B3OC(C)(C)C(C)(C)O3)ccc12, Cc1nccn1Cc1cc(Cl)cnn1. The product is COc1cccc2cc(-c3cnnc(Cn4ccnc4C)c3)ccc12.